Dataset: the Open Reaction Database (ORD), a public repository of structured organic reaction records. Task: describe an organic reaction: reactants, conditions, products, and yield The reactants are CC1=NOC(=C1C1=C(C=C2C(=C(C=NC2=C1)[N+](=O)[O-])NC(COC)C)OC)C (7-(3, 5-Dimethylisoxazol-4-yl)-6-methoxy-N-(1-methoxypropan-2-yl)-3-nitroquinolin-4-amine), Intermediate 1. The reagents and catalysts are [Pd] (Pd/C). The solvent is C(C)(=O)OCC (ethyl acetate), CS(=O)C (DMSO). The product is CC1=NOC(=C1C1=C(C=C2C(=C(C=NC2=C1)N)NC(COC)C)OC)C (7-(3,5-dimethylisoxazol-4-yl)-6-methoxy-N4-(1-methoxypropan-2-yl)quinoline-3,4-diamine). As a reaction SMILES: [CH3:1][C:2]1[C:6]([C:7]2[CH:16]=[C:15]3[C:10]([C:11]([NH:20][CH:21]([CH3:25])[CH2:22][O:23][CH3:24])=[C:12]([N+:17]([O-])=O)[CH:13]=[N:14]3)=[CH:9][C:8]=2[O:26][CH3:27])=[C:5]([CH3:28])[O:4][N:3]=1>C(OCC)(=O)C.CS(C)=O.[Pd]>[CH3:1][C:2]1[C:6]([C:7]2[CH:16]=[C:15]3[C:10]([C:11]([NH:20][CH:21]([CH3:25])[CH2:22][O:23][CH3:24])=[C:12]([NH2:17])[CH:13]=[N:14]3)=[CH:9][C:8]=2[O:26][CH3:27])=[C:5]([CH3:28])[O:4][N:3]=1. Procedure: 7-(3, 5-Dimethylisoxazol-4-yl)-6-methoxy-N-(1-methoxypropan-2-yl)-3-nitroquinolin-4-amine (for a preparation see Intermediate 1) (25.8 g, 66.8 mmol) was dissolved in a mixture of ethyl acetate (1000 ml) and DMSO (50 ml) and the solution was hydrogenated using a flow-hydrogenation apparatus (H-Cube™) (settings: 20° C., 1 bar, 1 ml/min flow rate) and a 10% Pd/C CatCart 70 catalyst cartridge. The catalyst cartridge was changed whenever it became blocked. The reaction mixture was evaporated under re... Starting materials: O=C([O-])[O-], COC(=O)c1cc(N)c(C(=O)OC)[se]1, COC(=O)c1cc([N+](=O)[O-])c(C(=O)OC)[se]1, CNC, [Fe], [K+], [K+], O=N[O-], [Na+]. Yields the product COC(=O)c1cc(N=NN(C)C)c(C(=O)OC)[se]1. RXN SMILES: [C:38](=[O:39])([O-:40])[O-:41].[CH3:17][O:18][C:19]([c:20]1[se:21][c:22]([C:23]([O:24][CH3:25])=[O:27])[cH:28][c:29]1[NH2:26])=[O:30].[CH3:1][O:2][C:3](=[O:4])[c:5]1[cH:6][c:7]([N+:14]([O-:15])=[O:16])[c:8]([C:10](=[O:11])[O:12][CH3:13])[se:9]1.[CH3:35][NH:36][CH3:37].[Fe:44].[K+:42].[K+:43].[N:31]([O-:32])=[O:33].[Na+:34]>>[CH3:1][O:2][C:3](=[O:4])[c:5]1[cH:6][c:7]([N:14]=[N:26][N:36]([CH3:35])[CH3:37])[c:8]([C:10](=[O:11])[O:12][CH3:13])[se:9]1. Reactants: CC#N, CCN(C(C)C)C(C)C, Cn1ncc2c1CNC2C(=O)Nc1ccc(-n2ccccc2=O)cc1F, O=C(O)c1ccc2cc[nH]c2c1. Product: Cn1ncc2c1CN(C(=O)c1ccc3cc[nH]c3c1)C2C(=O)Nc1ccc(-n2ccccc2=O)cc1F. Reaction SMILES: [CH3:48][C:49]#[N:50].[CH:39]([N:40]([CH2:41][CH3:42])[CH:43]([CH3:44])[CH3:45])([CH3:46])[CH3:47].[F:1][c:2]1[c:3]([NH:15][C:16](=[O:17])[CH:18]2[NH:19][CH2:20][c:21]3[n:22]([CH3:26])[n:23][cH:24][c:25]32)[cH:4][cH:5][c:6](-[n:8]2[c:9](=[O:14])[cH:10][cH:11][cH:12][cH:13]2)[cH:7]1.[nH:27]1[cH:28][cH:29][c:30]2[cH:31][cH:32][c:33]([C:36](=[O:37])[OH:38])[cH:34][c:35]12>>[F:1][c:2]1[c:3]([NH:15][C:16](=[O:17])[CH:18]2[N:19]([C:36]([c:33]3[cH:32][cH:31][c:30]4[cH:29][cH:28][nH:27][c:35]4[cH:34]3)=[O:37])[CH2:20][c:21]3[n:22]([CH3:26])[n:23][cH:24][c:25]32)[cH:4][cH:5][c:6](-[n:8]2[c:9](=[O:14])[cH:10][cH:11][cH:12][cH:13]2)[cH:7]1.